Dataset: the Open Reaction Database (ORD), a public repository of structured organic reaction records. Task: describe an organic reaction: reactants, conditions, products, and yield The reactants are ClCCl, CCN(C(C)C)C(C)C, Cl, O=C(Cl)c1ccc(F)c(C(F)(F)F)c1, NCc1cccc2c1C(=O)N(C1CCC(=O)NC1=O)C2=O. Product: O=C1CCC(N2C(=O)c3cccc(CNC(=O)c4ccc(F)c(C(F)(F)F)c4)c3C2=O)C(=O)N1. Reaction SMILES: [CH2:46]([Cl:47])[Cl:48].[CH:37]([N:38]([CH:39]([CH3:40])[CH3:41])[CH2:42][CH3:43])([CH3:44])[CH3:45].[ClH:1].[F:23][c:24]1[c:25]([C:33]([F:34])([F:35])[F:36])[cH:26][c:27]([C:28](=[O:29])[Cl:30])[cH:31][cH:32]1.[NH2:2][CH2:3][c:4]1[c:5]2[c:9]([cH:10][cH:11][cH:12]1)[C:8](=[O:13])[N:7]([CH:14]1[C:15](=[O:21])[NH:16][C:17](=[O:20])[CH2:18][CH2:19]1)[C:6]2=[O:22]>>[NH:2]([CH2:3][c:4]1[c:5]2[c:9]([cH:10][cH:11][cH:12]1)[C:8](=[O:13])[N:7]([CH:14]1[C:15](=[O:21])[NH:16][C:17](=[O:20])[CH2:18][CH2:19]1)[C:6]2=[O:22])[C:28]([c:27]1[cH:26][c:25]([C:33]([F:34])([F:35])[F:36])[c:24]([F:23])[cH:32][cH:31]1)=[O:29]. Reactants: ClC(C(=O)Cl)Cl (dichloroacetyl chloride), O (water), NC1=C(C(=O)C2=CC(=CC=C2)Cl)C=CC=C1 (2-Amino-3'-chlorobenzophenone). Solvent: CC(=O)C (acetone). Reaction conditions: time 20 minute. The product is ClC=1C=C(C(=O)C2=C(NC(C(Cl)Cl)=O)C=CC=C2)C=CC1 (2'-(m-Chlorobenzoyl)-2,2-dichloroacetanilide), needles. RXN SMILES: [NH2:1][C:2]1[CH:16]=[CH:15][CH:14]=[CH:13][C:3]=1[C:4]([C:6]1[CH:11]=[CH:10][CH:9]=[C:8]([Cl:12])[CH:7]=1)=[O:5].[Cl:17][CH:18]([Cl:22])[C:19](Cl)=[O:20].O>CC(C)=O>[Cl:12][C:8]1[CH:7]=[C:6]([CH:11]=[CH:10][CH:9]=1)[C:4]([C:3]1[CH:13]=[CH:14][CH:15]=[CH:16][C:2]=1[NH:1][C:19](=[O:20])[CH:18]([Cl:22])[Cl:17])=[O:5]. Reported procedure: 2-Amino-3'-chlorobenzophenone (6.12 g) was stirred and cooled at 15°C in solution in acetone (25 ml) while dichloroacetyl chloride (4.86 g) was added dropwise. After stirring at room temperature for 20 minutes the reaction mixture was poured into water, the acetone was removed under reduced pressure and the resulting oil extracted into chloroform. After drying over magnesium sulphate the chloroform was removed under reduced pressure and the product crystallized from ethanol. 2'-(m-Chlorobenzoyl)... Reactants: [H-].[Al+3].[Li+].[H-].[H-].[H-] (lithium aluminium hydride), ClC1=C(C=CC=C1)CCCN1CCN(CC1)C(COCC1=C(C=CC=C1)OC1=CC=CC=C1)=O (1-[3-(2-chlorophenyl)propyl]-4-[1-oxo-2-[(2-phenoxyphenyl)methoxy]ethyl]piperazine), O (water). Run in CCOCC (ether), CCOCC (ether). Run at time 2 hour. The product is Cl.Cl.ClC1=C(C=CC=C1)CCCN1CCN(CC1)CCOCC1=C(C=CC=C1)OC1=CC=CC=C1 (1-[3-(2-chlorophenyl)propyl]-4-[2-[(2-phenoxyphenyl)-methoxy]ethyl]piperazine dihydrochloride). RXN SMILES: [Cl:1][C:2]1[CH:7]=[CH:6][CH:5]=[CH:4][C:3]=1[CH2:8][CH2:9][CH2:10][N:11]1[CH2:16][CH2:15][N:14]([C:17](=O)[CH2:18][O:19][CH2:20][C:21]2[CH:26]=[CH:25][CH:24]=[CH:23][C:22]=2[O:27][C:28]2[CH:33]=[CH:32][CH:31]=[CH:30][CH:29]=2)[CH2:13][CH2:12]1.[H-].[Al+3].[Li+].[H-].[H-].[H-].O>CCOCC>[ClH:1].[ClH:1].[Cl:1][C:2]1[CH:7]=[CH:6][CH:5]=[CH:4][C:3]=1[CH2:8][CH2:9][CH2:10][N:11]1[CH2:12][CH2:13][N:14]([CH2:17][CH2:18][O:19][CH2:20][C:21]2[CH:26]=[CH:25][CH:24]=[CH:23][C:22]=2[O:27][C:28]2[CH:29]=[CH:30][CH:31]=[CH:32][CH:33]=2)[CH2:15][CH2:16]1 |f:1.2.3.4.5.6,9.10.11|. Procedure details: A solution of 4.1 g (8.5 mmol) of 1-[3-(2-chlorophenyl)propyl]-4-[1-oxo-2-[(2-phenoxyphenyl)methoxy]ethyl]piperazine in 95 ml of dry ether was added dropwise, under nitrogen and with stirring, to a suspension of 1.26 g (33.1 mmol) of lithium aluminium hydride in 63 ml of dry ether. The reaction mixture was stirred at room temperature for 2 hours and cooled to 5° C., after which 5 ml of water were added dropwise. The precipitate was filtered off and the filtrate evaporated. The crude product was ... The product is O[C@@H]1CN(CC[C@H]1Cl)C(=O)OCC(Cl)(Cl)Cl (trans-3-hydroxy-4-chloro-1-(β,β,β-trichloroethoxycarbonyl)-piperidine). Run at time 15 hour. Solvent: O1CCOCC1 (dioxane), O (water). Procedure details: 5.0 g (0.018 mol) of 3,4-epoxy-1-(β,β,β-trichloroethoxycarbonyl)-piperidine are dissolved in 50 ml of dioxane and the solution is treated with 60 ml of 6 N hydrochloric acid. The slightly exothermic reaction is kept at room temperature by means of a water bath, and the reaction mixture is stirred for 15 hours, then diluted with water and extracted with 3 times 100 ml of methylene chloride. The organic phase is washed with 0.1 N sodium hydroxide solution and then with a saturated aqueous solution... As a reaction SMILES: [O:1]1[CH:7]2[CH:2]1[CH2:3][N:4]([C:8]([O:10][CH2:11][C:12]([Cl:15])([Cl:14])[Cl:13])=[O:9])[CH2:5][CH2:6]2.[ClH:16]>O1CCOCC1.O>[OH:1][C@H:2]1[C@H:7]([Cl:16])[CH2:6][CH2:5][N:4]([C:8]([O:10][CH2:11][C:12]([Cl:15])([Cl:14])[Cl:13])=[O:9])[CH2:3]1. Starting materials: O1C2CN(CCC21)C(=O)OCC(Cl)(Cl)Cl (3,4-epoxy-1-(β,β,β-trichloroethoxycarbonyl)-piperidine), Cl (hydrochloric acid). Starting materials: ClC1=NC=C(C=C1)[N+](=O)[O-] (2-chloro-5-nitropyridine), N1CCC(CC1)O (piperidin-4-ol), C(=O)([O-])[O-].[K+].[K+] (K2CO3), ice water. Run in CN(C)C=O (DMF). Reaction conditions: time 8 hour. The product is NC=1C=CC(=NC1)N1CCC(CC1)O (1-(5-aminopyridin-2-yl)piperidin-4-ol). The yield is 94.2%. Reaction SMILES: Cl[C:2]1[CH:7]=[CH:6][C:5]([N+:8]([O-])=O)=[CH:4][N:3]=1.[NH:11]1[CH2:16][CH2:15][CH:14]([OH:17])[CH2:13][CH2:12]1.C([O-])([O-])=O.[K+].[K+]>CN(C=O)C>[NH2:8][C:5]1[CH:6]=[CH:7][C:2]([N:11]2[CH2:16][CH2:15][CH:14]([OH:17])[CH2:13][CH2:12]2)=[N:3][CH:4]=1 |f:2.3.4|. Reported procedure: To a solution of 2-chloro-5-nitropyridine (LXV) (5.0 g, 31.5 mmol) in DMF (50 mL) was added piperidin-4-ol (LXXXIX) (3.5 g, 34.65 mmol) and K2CO3 (8.7 g, 63.0 mmol). The reaction was headed at 85° C. overnight. The solution was poured into ice water, stirred for 15 min and then filtered. The solid was washed with cold water and dried under vacuum to produce 1-(5-aminopyridin-2-yl)piperidin-4-ol (XC) as a yellow solid (6.62 g, 29.67 mmol, 94.2% yield). 1H NMR (DMSO-d6) δ ppm 1.34-1.42 (m, 2H), 1.... Reactants: C(C)OC(=O)C=1C(NC(=CC1C(=O)OCC)C1=CC=C(C=C1)OC)=O (3,4-diethoxycarbonyl-6-(4-methoxyphenyl)-2(1H)pyridone), O (water), 0, [N+](=O)(O)[O-] (nitric acid). Run in C(C)(=O)OC(C)=O (acetic anhydride). Run at temperature -30 celsius, time 45 minute. Yields the product C(C)OC(=O)C=1C(NC(=C(C1C(=O)OCC)[N+](=O)[O-])C1=CC=C(C=C1)OC)=O (3,4-Diethoxycarbonyl-6-(4-methoxyphenyl)-5-nitro-2(1H)pyridone). Reaction SMILES: [CH2:1]([O:3][C:4]([C:6]1[C:7](=[O:25])[NH:8][C:9]([C:17]2[CH:22]=[CH:21][C:20]([O:23][CH3:24])=[CH:19][CH:18]=2)=[CH:10][C:11]=1[C:12]([O:14][CH2:15][CH3:16])=[O:13])=[O:5])[CH3:2].[N+:26]([O-])([OH:28])=[O:27].O>C(OC(=O)C)(=O)C>[CH2:1]([O:3][C:4]([C:6]1[C:7](=[O:25])[NH:8][C:9]([C:17]2[CH:22]=[CH:21][C:20]([O:23][CH3:24])=[CH:19][CH:18]=2)=[C:10]([N+:26]([O-:28])=[O:27])[C:11]=1[C:12]([O:14][CH2:15][CH3:16])=[O:13])=[O:5])[CH3:2]. Reported procedure: In 8 ml of acetic anhydride was suspended 1.2 g of 3,4-diethoxycarbonyl-6-(4-methoxyphenyl)-2(1H)pyridone. After the mixture was cooled to -30° C. 0 36 ml of fuming nitric acid was added dropwise, followed by stirring for 45 minutes. After water was added, stirring was continued for further 1 hour. The viscous product was collected by filtration, crystallized with diethyl ether and washed. Reactants: OC1C=2C=CC(=CC2CCC1)OC1=NC=C(C(=O)N)C=C1 (6-(5-Hydroxy-5,6,7,8-tetrahydro-naphthalen-2-yloxy) nicotinamide), O=S(Cl)Cl (SOCl2). Reaction conditions: time 3.5 hour. Product: ClC1C=2C=CC(=CC2CCC1)OC1=NC=C(C(=O)N)C=C1 (6-(5-Chloro-5,6,7,8-tetrahydro-naphthalen-2-yloxy)-nicotinamide). RXN SMILES: O[CH:2]1[CH2:11][CH2:10][CH2:9][C:8]2[CH:7]=[C:6]([O:12][C:13]3[CH:21]=[CH:20][C:16]([C:17]([NH2:19])=[O:18])=[CH:15][N:14]=3)[CH:5]=[CH:4][C:3]1=2.O=S(Cl)[Cl:24]>>[Cl:24][CH:2]1[CH2:11][CH2:10][CH2:9][C:8]2[CH:7]=[C:6]([O:12][C:13]3[CH:21]=[CH:20][C:16]([C:17]([NH2:19])=[O:18])=[CH:15][N:14]=3)[CH:5]=[CH:4][C:3]1=2. Reported procedure: Charge flask with 6-(5-Hydroxy-5,6,7,8-tetrahydro-naphthalen-2-yloxy) nicotinamide (288 mg, 1.01 mmol) and SOCl2 (5 ml) and beat at 50° C. under nitrogen atmosphere with stirring. After 3.5 hours, concentrate on rotary evaporator to give the title compound as a yellow oil. Due to instability, use this material without purification. The reactants are C(CCC)[N+](CCCC)(CCCC)CCCC.ClCCCCS(=O)(=O)[O-] (tetrabutylammonium 4-chlorobutylsulfonate), C1(=CC=CC=C1)[O-].[Na+] (sodium phenolate). The solvent is C1CCOC1 (THF), C1CCOC1 (THF). Yields the product C(CCC)[N+](CCCC)(CCCC)CCCC.O(C1=CC=CC=C1)CCCCS(=O)(=O)[O-] (tetrabutylammonium 4-phenoxybutylsulfonate). As a reaction SMILES: [CH2:1]([N+:5]([CH2:14][CH2:15][CH2:16][CH3:17])([CH2:10][CH2:11][CH2:12][CH3:13])[CH2:6][CH2:7][CH2:8][CH3:9])[CH2:2][CH2:3][CH3:4].Cl[CH2:19][CH2:20][CH2:21][CH2:22][S:23]([O-:26])(=[O:25])=[O:24].[C:27]1([O-:33])[CH:32]=[CH:31][CH:30]=[CH:29][CH:28]=1.[Na+]>C1COCC1>[CH2:14]([N+:5]([CH2:1][CH2:2][CH2:3][CH3:4])([CH2:6][CH2:7][CH2:8][CH3:9])[CH2:10][CH2:11][CH2:12][CH3:13])[CH2:15][CH2:16][CH3:17].[O:33]([CH2:19][CH2:20][CH2:21][CH2:22][S:23]([O-:26])(=[O:25])=[O:24])[C:27]1[CH:32]=[CH:31][CH:30]=[CH:29][CH:28]=1 |f:0.1,2.3,5.6|. Procedure details: To a solution of tetrabutylammonium-4-chlorobutylsulfonate in THF a solution of sodium phenolate in THF is added dropwise under cooling. After complete addition, the solution is allowed to warm to room temperature. The precipitate is filtered off and the remaining solution is concentrated with a rotary evaporator to yield tetrabutylammonium-4-phenoxybutylsulfonate.